Task: describe an organic reaction: reactants, conditions, products, and yield. Dataset: the Open Reaction Database (ORD), a public repository of structured organic reaction records Reactants: CC1=NNC(=C1N)C1=CC=CC=C1 (3-methyl-5-phenyl-1H-pyrazol-4-ylamine), OC1=CC=CC=2NN=NC21 (hydroxybenzotriazole), C(C)(C)N=C=NC(C)C (diisopropylcarbodiimide), COC=1C=C(C(=O)O)C=CC1 (3-methoxybenzoic acid), C17H15N3O2. Run in CN(C=O)C (dimethylformamide), O (water). Conditions: time 12 hour. The product is COC=1C=C(C(=O)NC=2C(=NNC2C2=CC=CC=C2)C)C=CC1 (3-Methoxy-N-(3-methyl-5-phenyl-1H-pyrazol-4-yl)benzamide). RXN SMILES: OC1C2N=NNC=2C=CC=1.C(N=C=NC(C)C)(C)C.[CH3:20][O:21][C:22]1[CH:23]=[C:24]([CH:28]=[CH:29][CH:30]=1)[C:25]([OH:27])=O.[CH3:31][C:32]1[C:36]([NH2:37])=[C:35]([C:38]2[CH:43]=[CH:42][CH:41]=[CH:40][CH:39]=2)[NH:34][N:33]=1>CN(C)C=O.O>[CH3:20][O:21][C:22]1[CH:23]=[C:24]([CH:28]=[CH:29][CH:30]=1)[C:25]([NH:37][C:36]1[C:32]([CH3:31])=[N:33][NH:34][C:35]=1[C:38]1[CH:43]=[CH:42][CH:41]=[CH:40][CH:39]=1)=[O:27]. Procedure details: 311 mg of hydroxybenzotriazole and 445 μl of diisopropylcarbodiimide were added to a solution of 160 mg of 3-methoxybenzoic acid in 10 ml of dimethylformamide, after which 200 mg of 3-methyl-5-phenyl-1H-pyrazol-4-ylamine were added; the mixture was then stirred at RT for 12 h, after which water was added and the whole was extracted with methylene chloride. The organic phase was dried over magnesium sulfate, concentrated under reduced pressure and purified by means of HPLC (Merk-Hibar-Lichrospher... Reactants: CCOC(=O)C1CCCCC1=O (ethyl cyclohexanone-2-carboxylate), Cl (hydrochloric acid). Run in C(C)OCC (diethyl ether). Reaction conditions: time 8 hour. Yields the product OC1C(CCCC1)C(=O)OCC (ethyl 2-hydroxycyclohexanecarboxylate). The yield is 78.4%. RXN SMILES: [CH3:1][CH2:2][O:3][C:4]([CH:6]1[C:11](=[O:12])[CH2:10][CH2:9][CH2:8][CH2:7]1)=[O:5].Cl>C(OCC)C>[OH:12][CH:11]1[CH2:10][CH2:9][CH2:8][CH2:7][CH:6]1[C:4]([O:3][CH2:2][CH3:1])=[O:5]. Procedure: 3.2 g of borane/tert-butylamine complex was added to 200 ml of diethyl ether solution containing 17.0 g (0.10 mol) of ethyl cyclohexanone-2-carboxylate and stirred overnight at room temperature. An aqueous diluted hydrochloric acid was added thereto to make it weakly acidic, which was then subjected to liquid-liquid separation. The organic layer thus separated was dried, concentrated and then distilled under reduced pressure to obtain 13.5 g of ethyl 2-hydroxycyclohexanecarboxylate. Yield: 78.5%...